Dataset: the Open Reaction Database (ORD), a public repository of structured organic reaction records. Task: describe an organic reaction: reactants, conditions, products, and yield The reactants are CC(=O)CC(C)(C)N.C(=O)(C(=O)O)O (Diacetoneamine hydrogen oxalate), O=CCCC(=O)OC (methyl 4-oxobutanoate). The solvent is CO (methanol). Conditions: temperature 100 celsius, time 3 hour. Yields the product CC1(CC(CC(N1)CCC(=O)OC)=O)C (methyl 3-(6,6-dimethyl-4-oxopiperidin-2-yl)propanoate). Yield: 36.7%. RXN SMILES: [CH3:1][C:2]([CH2:4][C:5]([NH2:8])([CH3:7])[CH3:6])=[O:3].C(O)(C(O)=O)=O.O=[CH:16][CH2:17][CH2:18][C:19]([O:21][CH3:22])=[O:20]>CO>[CH3:6][C:5]1([CH3:7])[NH:8][CH:16]([CH2:17][CH2:18][C:19]([O:21][CH3:22])=[O:20])[CH2:1][C:2](=[O:3])[CH2:4]1 |f:0.1|. Procedure details: Diacetoneamine hydrogen oxalate (4.25 g) and methyl 4-oxobutanoate (2 g) were suspended in methanol (20 ml). The reaction mixture were stirred at 100° C. for three hours and then at room temperature overnight. It was then evaporated and the residue was purified by Combiflash chromatography (2.0 M ammonia methanol in dichloromethane=0-30%) to give methyl 3-(6,6-dimethyl-4-oxopiperidin-2-yl)propanoate (1.35 g, 37%). The reactants are COc1cc2c(=O)[nH]cnc2cc1OCc1ccccc1, CN(C)C=O, O=C[O-], [NH4+]. Yields the product COc1cc2c(=O)[nH]cnc2cc1O. As a reaction SMILES: [CH2:1]([c:2]1[cH:3][cH:4][cH:5][cH:6][cH:7]1)[O:8][c:9]1[c:10]([O:20][CH3:21])[cH:11][c:12]2[c:13](=[O:19])[nH:14][cH:15][n:16][c:17]2[cH:18]1.[CH3:26][N:27]([CH3:28])[CH:29]=[O:30].[CH:22]([O-:23])=[O:24].[NH4+:25]>>[OH:8][c:9]1[c:10]([O:20][CH3:21])[cH:11][c:12]2[c:13](=[O:19])[nH:14][cH:15][n:16][c:17]2[cH:18]1.